From a dataset of the Open Reaction Database (ORD), a public repository of structured organic reaction records. describe an organic reaction: reactants, conditions, products, and yield Reactants: Cn1ccc(Nc2ncnc3ccc(Oc4ccc(O)cn4)cc23)n1, ClC(Cl)Cl, CCOC(=O)N=NC(=O)OCC, C1CCOC1, CC(C)(C)OC(=O)N1CC(CO)C1, c1ccc(P(c2ccccc2)c2ccccc2)cc1. Yields the product Cn1ccc(Nc2ncnc3ccc(Oc4ccc(OCC5CN(C(=O)OC(C)(C)C)C5)cn4)cc23)n1. Reaction SMILES: [CH3:45][n:46]1[n:47][c:48]([NH:51][c:52]2[n:53][cH:54][n:55][c:56]3[cH:57][cH:58][c:59]([O:62][c:63]4[cH:64][cH:65][c:66]([OH:69])[cH:67][n:68]4)[cH:60][c:61]23)[cH:49][cH:50]1.[CH:70]([Cl:71])([Cl:72])[Cl:73].[O:33]=[C:34]([O:35][CH2:36][CH3:37])[N:38]=[N:39][C:40]([O:41][CH2:42][CH3:43])=[O:44].[O:74]1[CH2:75][CH2:76][CH2:77][CH2:78]1.[OH:1][CH2:2][CH:3]1[CH2:4][N:5]([C:7](=[O:8])[O:9][C:10]([CH3:11])([CH3:12])[CH3:13])[CH2:6]1.[c:14]1([P:15]([c:16]2[cH:17][cH:18][cH:19][cH:20][cH:21]2)[c:22]2[cH:23][cH:24][cH:25][cH:26][cH:27]2)[cH:28][cH:29][cH:30][cH:31][cH:32]1>>[O:1]([CH2:2][CH:3]1[CH2:4][N:5]([C:7](=[O:8])[O:9][C:10]([CH3:11])([CH3:12])[CH3:13])[CH2:6]1)[c:66]1[cH:65][cH:64][c:63]([O:62][c:59]2[cH:58][cH:57][c:56]3[n:55][cH:54][n:53][c:52]([NH:51][c:48]4[n:47][n:46]([CH3:45])[cH:50][cH:49]4)[c:61]3[cH:60]2)[n:68][cH:67]1. Starting materials: C(CCC)C(C(=O)OCC)CC1=CC=C(C=C1)OCCNC(=O)C1=CC=C(C=C1)C1=CC(=CC=C1)C(=O)O (ethyl 2-butyl-3-[4-[2-(3′-carboxybiphenyl-4-carbonylamino)ethoxy]phenyl]propionate), product, [OH-].[Na+] (sodium hydroxide). Product: C(CCC)C(C(=O)O)CC1=CC=C(C=C1)OCCNC(=O)C1=CC=C(C=C1)C1=CC(=CC=C1)C(=O)O (2-Butyl-3-[4-[2-(3′-carboxybiphenyl-4-carbonylamino)ethoxy]phenyl]propionic acid). Isolated yield 75.9%. Reaction SMILES: [CH2:1]([CH:5]([CH2:11][C:12]1[CH:17]=[CH:16][C:15]([O:18][CH2:19][CH2:20][NH:21][C:22]([C:24]2[CH:29]=[CH:28][C:27]([C:30]3[CH:35]=[CH:34][CH:33]=[C:32]([C:36]([OH:38])=[O:37])[CH:31]=3)=[CH:26][CH:25]=2)=[O:23])=[CH:14][CH:13]=1)[C:6]([O:8]CC)=[O:7])[CH2:2][CH2:3][CH3:4].[OH-].[Na+]>>[CH2:1]([CH:5]([CH2:11][C:12]1[CH:13]=[CH:14][C:15]([O:18][CH2:19][CH2:20][NH:21][C:22]([C:24]2[CH:25]=[CH:26][C:27]([C:30]3[CH:35]=[CH:34][CH:33]=[C:32]([C:36]([OH:38])=[O:37])[CH:31]=3)=[CH:28][CH:29]=2)=[O:23])=[CH:16][CH:17]=1)[C:6]([OH:8])=[O:7])[CH2:2][CH2:3][CH3:4] |f:1.2|. Reported procedure: In a similar manner to that described in Example 2, ethyl 2-butyl-3-[4-[2-(3′-carboxybiphenyl-4-carbonylamino)ethoxy]phenyl]propionate (273 mg), which is the product of Example 40, was reacted with aqueous sodium hydroxide solution (1N, 1.10 ml) and the reaction mixture was treated to give the title compound (196 mg) as colorless crystals. Reactants: C(C)OP(=O)(C)C(C=1C2=C(SC1)C=CC(=C2)Cl)C(N)=O ([carbamoyl-(5-chloro-benzo[b]thiophen-3-yl)-methyl]-methyl-phosphinic acid ethyl ester), C(=O)([O-])[O-].[K+].[K+] (K2CO3), CNCCNC (N,N′-dimethyl-ethylenediamine), BrC=CC1=CC(=C(C=C1)F)F (4-(2-bromo-vinyl)-1,2-difluoro-benzene). The reagents and catalysts are [Cu]I (copper (I) iodide). Solvent: CN(C(C)=O)C (N,N-dimethylacetamide). Conditions: temperature 80 celsius, time 5 hour. The product is C(C)OP(=O)(C)C(C(NC=CC1=CC(=C(C=C1)F)F)=O)C=1C2=C(SC1)C=CC(=C2)Cl ({(5-Chloro-benzo[b]thiophen-3-yl)-[2-(3,4-difluoro-phenyl)-vinylcarbamoyl]-methyl}-methyl-phosphinic acid ethyl ester). As a reaction SMILES: [CH2:1]([O:3][P:4]([CH:7]([C:18](=[O:20])[NH2:19])[C:8]1[C:9]2[CH:16]=[C:15]([Cl:17])[CH:14]=[CH:13][C:10]=2[S:11][CH:12]=1)([CH3:6])=[O:5])[CH3:2].C([O-])([O-])=O.[K+].[K+].CNCCNC.Br[CH:34]=[CH:35][C:36]1[CH:41]=[CH:40][C:39]([F:42])=[C:38]([F:43])[CH:37]=1>[Cu]I.CN(C)C(=O)C>[CH2:1]([O:3][P:4]([CH:7]([C:8]1[C:9]2[CH:16]=[C:15]([Cl:17])[CH:14]=[CH:13][C:10]=2[S:11][CH:12]=1)[C:18](=[O:20])[NH:19][CH:34]=[CH:35][C:36]1[CH:41]=[CH:40][C:39]([F:42])=[C:38]([F:43])[CH:37]=1)([CH3:6])=[O:5])[CH3:2] |f:1.2.3|. Procedure details: A 3 L 4-necked round-bottomed flask equipped with addition funnel, mechanical stirrer, nitrogen inlet, heating mantle and thermocouple was charged with [carbamoyl-(5-chloro-benzo[b]thiophen-3-yl)-methyl]-methyl-phosphinic acid ethyl ester (10.5 g, 0.03 mol), K2CO3 (8.0 g, 0.03 mol), N,N-dimethylacetamide (DMA) (40 mL, anhydrous 99.8%), N,N′-dimethyl-ethylenediamine (1.6 g, 0.018 mol) and copper (I) iodide (1.14 g, 0.006 mol) and the resulting mixture heated to about 80° C. under nitrogen. To the... Reactants: N12CN3CN(CP(C1)C3)C2 (1,3,5-triaza-7-phosphaadamantane), Br (hydrobromic acid). Solvent: O (water). Product: Br.Br.Br.NCP(CN)CN (tris(aminomethyl)phosphine trihydrobromide). The yield is 74.2%. Reaction SMILES: [N:1]12C[N:5]3[CH2:6][P:7]([CH2:9][N:3](C3)C1)[CH2:8]2.[BrH:11]>O>[BrH:11].[BrH:11].[BrH:11].[NH2:5][CH2:6][P:7]([CH2:9][NH2:3])[CH2:8][NH2:1] |f:3.4.5.6|. Procedure: Following the procedure outline in Example 6, 3.14 g (0.02 mol) of 1,3,5-triaza-7-phosphaadamantane was hydrolyzed with a solution of 25 g (0.15 mol) of 48% hydrobromic acid and 40 g of water, giving, after workup, 5.4 g (74% yield) of tris(aminomethyl)phosphine trihydrobromide as a white, crystalline solid, dec. 214° C. without melting. Procedure: 1-(4-Methoxyphenyl)-5-methyl-3,4-dihydroisoquinoline and diphenyl disulfide were reacted in the same way as in step (c) of Example 1 to afford 1-(4-methoxyphenyl)-5-methylisoquinoline as colorless needles having a melting point of 60.4° to 60.8° C. Yields the product COC1=CC=C(C=C1)C1=NC=CC2=C(C=CC=C12)C (1-(4-methoxyphenyl)-5-methylisoquinoline). Reaction SMILES: [CH3:1][O:2][C:3]1[CH:8]=[CH:7][C:6]([C:9]2[C:18]3[C:13](=[C:14]([CH3:19])[CH:15]=[CH:16][CH:17]=3)[CH2:12][CH2:11][N:10]=2)=[CH:5][CH:4]=1.C1(SSC2C=CC=CC=2)C=CC=CC=1>>[CH3:1][O:2][C:3]1[CH:4]=[CH:5][C:6]([C:9]2[C:18]3[C:13](=[C:14]([CH3:19])[CH:15]=[CH:16][CH:17]=3)[CH:12]=[CH:11][N:10]=2)=[CH:7][CH:8]=1. Starting materials: COC1=CC=C(C=C1)C1=NCCC2=C(C=CC=C12)C (1-(4-Methoxyphenyl)-5-methyl-3,4-dihydroisoquinoline), C1(=CC=CC=C1)SSC1=CC=CC=C1 (diphenyl disulfide). The reactants are COC(=O)C1CN(CCOS(C)(=O)=O)CCC1NC(=O)OCc1ccccc1, O=c1ccc2c(F)cc(F)cc2[nH]1, CC(C)(C)OC(=O)NC1CCN(CCn2c(=O)ccc3ccc(F)c(F)c32)CC1, [H-], [Na+]. Yields the product COC(=O)C1CN(CCn2c(=O)ccc3c(F)cc(F)cc32)CCC1NC(=O)OCc1ccccc1. Reaction SMILES: [CH2:16]([c:17]1[cH:18][cH:19][cH:20][cH:21][cH:22]1)[O:23][C:24](=[O:25])[NH:26][CH:27]1[CH:28]([C:40](=[O:41])[O:42][CH3:43])[CH2:29][N:30]([CH2:33][CH2:34][O:35][S:36]([CH3:37])(=[O:38])=[O:39])[CH2:31][CH2:32]1.[F:1][c:2]1[c:3]2[cH:4][cH:5][c:6](=[O:13])[nH:7][c:8]2[cH:9][c:10]([F:12])[cH:11]1.[F:44][c:45]1[c:46]([F:47])[c:48]2[c:49]([cH:50][cH:51][c:52](=[O:53])[n:54]2[CH2:55][CH2:56][N:57]2[CH2:58][CH2:59][CH:60]([NH:61][C:62](=[O:63])[O:64][C:65]([CH3:66])([CH3:67])[CH3:68])[CH2:69][CH2:70]2)[cH:71][cH:72]1.[H-:14].[Na+:15]>>[F:1][c:2]1[c:3]2[cH:4][cH:5][c:6](=[O:13])[n:7]([CH2:34][CH2:33][N:30]3[CH2:29][CH:28]([C:40](=[O:41])[O:42][CH3:43])[CH:27]([NH:26][C:24]([O:23][CH2:16][c:17]4[cH:18][cH:19][cH:20][cH:21][cH:22]4)=[O:25])[CH2:32][CH2:31]3)[c:8]2[cH:9][c:10]([F:12])[cH:11]1. Starting materials: O=C([O-])[O-], COC(=O)CBr, CC(C)=O, Cc1c(Cc2ccc(-n3cccn3)cc2)c(C(C)C)nc2c(Cl)ccc(O)c12, [K+], [K+]. The product is COC(=O)COc1ccc(Cl)c2nc(C(C)C)c(Cc3ccc(-n4cccn4)cc3)c(C)c12. Reaction SMILES: [C:29](=[O:30])([O-:31])[O-:32].[CH3:35][O:36][C:37]([CH2:38][Br:39])=[O:40].[CH3:41][C:42](=[O:43])[CH3:44].[Cl:1][c:2]1[cH:3][cH:4][c:5]([OH:28])[c:6]2[c:7]([CH3:27])[c:8]([CH2:15][c:16]3[cH:17][cH:18][c:19](-[n:22]4[n:23][cH:24][cH:25][cH:26]4)[cH:20][cH:21]3)[c:9]([CH:12]([CH3:13])[CH3:14])[n:10][c:11]12.[K+:33].[K+:34]>>[Cl:1][c:2]1[cH:3][cH:4][c:5]([O:28][CH2:38][C:37]([O:36][CH3:35])=[O:40])[c:6]2[c:7]([CH3:27])[c:8]([CH2:15][c:16]3[cH:17][cH:18][c:19](-[n:22]4[n:23][cH:24][cH:25][cH:26]4)[cH:20][cH:21]3)[c:9]([CH:12]([CH3:13])[CH3:14])[n:10][c:11]12. Reactants: NC1=C(C=O)C=CC=C1 (2-aminobenzaldehyde), FC(OC1=C(C=CC=C1)CCC#N)(F)F (3-(2-trifluoromethoxyphenyl)propionitrile). Yields the product FC(OC1=C(CC=2C(=NC3=CC=CC=C3C2)N)C=CC=C1)(F)F (3-[2-(Trifluoromethoxy)benzyl]quinolin-2-amine). RXN SMILES: [NH2:1][C:2]1[CH:9]=[CH:8][CH:7]=[CH:6][C:3]=1[CH:4]=O.[F:10][C:11]([F:24])([F:23])[O:12][C:13]1[CH:18]=[CH:17][CH:16]=[CH:15][C:14]=1[CH2:19][CH2:20][C:21]#[N:22]>>[F:10][C:11]([F:23])([F:24])[O:12][C:13]1[CH:18]=[CH:17][CH:16]=[CH:15][C:14]=1[CH2:19][C:20]1[C:21]([NH2:22])=[N:1][C:2]2[C:3]([CH:4]=1)=[CH:6][CH:7]=[CH:8][CH:9]=2. Reported procedure: The title compound was synthesized according to EXAMPLE 11 from 2-aminobenzaldehyde and 3-(2-trifluoromethoxyphenyl)propionitrile.